From a dataset of the Open Reaction Database (ORD), a public repository of structured organic reaction records. describe an organic reaction: reactants, conditions, products, and yield Starting materials: C(C1=CC=CC=C1)N1CCC(CC1)NC(CC1=C(C=CC=C1)[N+](=O)[O-])=O (N-(1-benzyl-piperidin-4-yl)-2-(2-nitro-phenyl)-acetamide), [H-].[Al+3].[Li+].[H-].[H-].[H-] (lithium aluminium hydride). Run in O1CCOCC1 (1,4-Dioxane). Reaction conditions: temperature 0 celsius. The product is NC1=C(C=CC=C1)CCNC1CCN(CC1)CC1=CC=CC=C1 ([2-(2-Amino-phenyl)-ethyl]-(1-benzyl-piperidin-4-yl)-amine). RXN SMILES: [CH2:1]([N:8]1[CH2:13][CH2:12][CH:11]([NH:14][C:15](=O)[CH2:16][C:17]2[CH:22]=[CH:21][CH:20]=[CH:19][C:18]=2[N+:23]([O-])=O)[CH2:10][CH2:9]1)[C:2]1[CH:7]=[CH:6][CH:5]=[CH:4][CH:3]=1.[H-].[Al+3].[Li+].[H-].[H-].[H-]>O1CCOCC1>[NH2:23][C:18]1[CH:19]=[CH:20][CH:21]=[CH:22][C:17]=1[CH2:16][CH2:15][NH:14][CH:11]1[CH2:10][CH2:9][N:8]([CH2:1][C:2]2[CH:3]=[CH:4][CH:5]=[CH:6][CH:7]=2)[CH2:13][CH2:12]1 |f:1.2.3.4.5.6|. Reported procedure: Into a flame dried flask, N-(1-benzyl-piperidin-4-yl)-2-(2-nitro-phenyl)-acetamide (3.2 g, 9.06 mmol) and lithium aluminium hydride (1.0 g, 18.12 mmol) were combined. 1,4-Dioxane (15 mL) was added and the mixture slowly brought to reflux over 1 h and stirred at reflux for 16 h. The reaction mixture was cooled to 0° C. and excess lithium aluminium hydride destroyed by dropwise addition of methanol, followed by careful addition of 20% potassium hydroxide. The aluminum salts were filtered, the filt... The solvent is CN(C=O)C (N,N-dimethylformamide). Reaction SMILES: C([Si](C)(C)[O:6][C:7]1[C:8]([F:16])=[C:9]([C:12]([F:15])=[CH:13][CH:14]=1)[CH:10]=[O:11])(C)(C)C.O.O.O.[F-].C([N+](CCCC)(CCCC)CCCC)CCC.O>CN(C)C=O>[F:16][C:8]1[C:7]([OH:6])=[CH:14][CH:13]=[C:12]([F:15])[C:9]=1[CH:10]=[O:11] |f:1.2.3.4.5|. Run at time 1 hour. Procedure details: To 3-(tert-butyl-dimethyl-silanyloxy)-2,6-difluoro-benzaldehyde (37, 3.50 g, 12.9 mmol) in N,N-dimethylformamide (50 mL) was added tetrabutylammonium fluoride trihydrate (4.40 g, 14.0 mmol). The reaction was stirred at room temperature for 1 hour. The reaction mixture was poured into water and extracted with ethyl acetate. The organic layer was washed with brine, dried over anhydrous sodium sulfate and concentrated to give crude compound 38 that was used in the next step. Reactants: C(C)(C)(C)[Si](OC=1C(=C(C=O)C(=CC1)F)F)(C)C (3-(tert-butyl-dimethyl-silanyloxy)-2,6-difluoro-benzaldehyde), O.O.O.[F-].C(CCC)[N+](CCCC)(CCCC)CCCC (tetrabutylammonium fluoride trihydrate), O (water). Product: FC1=C(C=O)C(=CC=C1O)F (2,6-difluoro-3-hydroxy-benzaldehyde). Reactants: FC1=CC=C(C(=O)N2CC3(CC3C2)C2=CC=CC=C2)C=C1 (3-(p-fluorobenzoyl)-1-phenyl-3-azabicyclo[3.1.0]hexane), COCCO[AlH2-]OCCOC.[Na+] (Vitride). The product is FC1=CC=C(CN2CC3(CC3C2)C2=CC=CC=C2)C=C1 (3-(p-fluorobenzyl)-1-phenyl-3-azabicyclo[3.1.0]hexane). As a reaction SMILES: [F:1][C:2]1[CH:21]=[CH:20][C:5]([C:6]([N:8]2[CH2:13][CH:12]3[C:10]([C:14]4[CH:19]=[CH:18][CH:17]=[CH:16][CH:15]=4)([CH2:11]3)[CH2:9]2)=O)=[CH:4][CH:3]=1.COCCO[AlH2-]OCCOC.[Na+]>>[F:1][C:2]1[CH:21]=[CH:20][C:5]([CH2:6][N:8]2[CH2:13][CH:12]3[C:10]([C:14]4[CH:19]=[CH:18][CH:17]=[CH:16][CH:15]=4)([CH2:11]3)[CH2:9]2)=[CH:4][CH:3]=1 |f:1.2|. Reported procedure: In a similar manner, 3-(p-fluorobenzoyl)-1-phenyl-3-azabicyclo[3.1.0]hexane is reduced by Vitride® to give 3-(p-fluorobenzyl)-1-phenyl-3-azabicyclo[3.1.0]hexane. The reactants are C(C)OC(CC1=C(NC2=CC=C(C=C12)OCC=1SC2=C(N1)C=CC=C2)C)=O (2-methyl-5-(2-benzothiazolylmethoxy)-1H-indole-3-acetic acid ethyl ester), ClC1=CC=C(CCl)C=C1 (4chlorobenzyl chloride). Run in CO (methanol). Yields the product ClC1=CC=C(C=C1)CN1C(=C(C2=CC(=CC=C12)OCC=1SC2=C(N1)C=CC=C2)CC(=O)O)C (1-[(4-Chlorophenyl)methyl]-2-methyl-5-(2-benzothiazolylmethoxy)-1H-indole-3-acetic acid). RXN SMILES: C([O:3][C:4](=[O:27])[CH2:5][C:6]1[C:14]2[C:9](=[CH:10][CH:11]=[C:12]([O:15][CH2:16][C:17]3[S:18][C:19]4[CH:25]=[CH:24][CH:23]=[CH:22][C:20]=4[N:21]=3)[CH:13]=2)[NH:8][C:7]=1[CH3:26])C.[Cl:28][C:29]1[CH:36]=[CH:35][C:32]([CH2:33]Cl)=[CH:31][CH:30]=1>CO>[Cl:28][C:29]1[CH:36]=[CH:35][C:32]([CH2:33][N:8]2[C:9]3[C:14](=[CH:13][C:12]([O:15][CH2:16][C:17]4[S:18][C:19]5[CH:25]=[CH:24][CH:23]=[CH:22][C:20]=5[N:21]=4)=[CH:11][CH:10]=3)[C:6]([CH2:5][C:4]([OH:3])=[O:27])=[C:7]2[CH3:26])=[CH:31][CH:30]=1. Procedure details: The title compound is prepared according to the method of Example 16 using 2-methyl-5-(2-benzothiazolylmethoxy)-1H-indole-3-acetic acid ethyl ester and 4chlorobenzyl chloride; however, the hydrolysis is carried out in aqueous methanol. Recrystallization from acetonitrile affords white crystals, m.p. 175°-176° C. Starting materials: NC1C(N(C2=NC=C(C=C2C1)C1=CC=CC=C1)CC1=CC=CC=C1)=O (3-Amino-1-benzyl-6-phenyl-3,4-dihydro-1,8-naphthyridin-2(1H)-one), CCN(C(C)C)C(C)C (DIPEA), C1(=CC=CC=C1)S(=O)(=O)Cl (benzenesulfonyl chloride). The solvent is CC#N (CH3CN). Reaction conditions: time 5 minute. Yields the product C(C1=CC=CC=C1)N1C(C(CC2=CC(=CN=C12)C1=CC=CC=C1)NS(=O)(=O)C1=CC=CC=C1)=O (N-(1-Benzyl-2-oxo-6-phenyl-1,2,3,4-tetrahydro-1,8-naphthyridin-3-yl)benzenesulfonamide). Yield: 59.2%. Reaction SMILES: [NH2:1][CH:2]1[CH2:11][C:10]2[C:5](=[N:6][CH:7]=[C:8]([C:12]3[CH:17]=[CH:16][CH:15]=[CH:14][CH:13]=3)[CH:9]=2)[N:4]([CH2:18][C:19]2[CH:24]=[CH:23][CH:22]=[CH:21][CH:20]=2)[C:3]1=[O:25].CCN(C(C)C)C(C)C.[C:35]1([S:41](Cl)(=[O:43])=[O:42])[CH:40]=[CH:39][CH:38]=[CH:37][CH:36]=1>CC#N>[CH2:18]([N:4]1[C:5]2[C:10](=[CH:9][C:8]([C:12]3[CH:17]=[CH:16][CH:15]=[CH:14][CH:13]=3)=[CH:7][N:6]=2)[CH2:11][CH:2]([NH:1][S:41]([C:35]2[CH:40]=[CH:39][CH:38]=[CH:37][CH:36]=2)(=[O:43])=[O:42])[C:3]1=[O:25])[C:19]1[CH:20]=[CH:21][CH:22]=[CH:23][CH:24]=1. Procedure: To a solution of 1J (120 mg, 0.36 mmol) in CH3CN (4 mL) at RT was added DIPEA (94 μL, 0.54 mmol), followed by benzenesulfonyl chloride (51 μL, 0.4 mmol). After 5 min, white precipitates formed. The reaction was stirred for additional 15 min. The product was collected by filtration and the solid washed with CH3CN (2-3 mL) to give the title compound as a white solid (100 mg, 71%). LC/MS (method A): retention time=3.96 min, (M+H)+=470. 1H NMR (CD3SOCD3, 400 MHz): δ8.60 (d, J=2.3 Hz, 1H), 8.35 (s, 1... The reactants are BrC=1C2=C(OC1)C=CC=C2 (3-Bromobenzo[b]furan), C(CCC)[Li] (n-butyl lithium), N1C(=O)NC(=O)C(=O)C1=O (alloxan). Product: O1C2=C(C(=C1)C1(C(NC(NC1=O)=O)=O)O)C=CC=C2 (5-(3-benzo[b]furyl)-5-hydroxy-2,4,6(1H,3H,5H)pyrimidinetrione). Reaction SMILES: Br[C:2]1[C:3]2[CH:10]=[CH:9][CH:8]=[CH:7][C:4]=2[O:5][CH:6]=1.C([Li])CCC.[NH:16]1[C:24](=[O:25])[C:22](=[O:23])[C:20](=[O:21])[NH:19][C:17]1=[O:18]>>[O:5]1[CH:6]=[C:2]([C:22]2([OH:23])[C:20](=[O:21])[NH:19][C:17](=[O:18])[NH:16][C:24]2=[O:25])[C:3]2[CH:10]=[CH:9][CH:8]=[CH:7][C:4]1=2. Procedure details: 3-Bromobenzo[b]furan [Mason et al., J. Chem. Soc., p. 3150 (1931)] is reacted with n-butyl lithium and then with alloxan, following the procedure of Example 5, to yield 5-(3-benzo[b]furyl)-5-hydroxy-2,4,6(1H,3H,5H)pyrimidinetrione. Reactants: CCOC(=O)C(C)C, [Li]CCCC, CCCCCC, CC(C)NC(C)C, CC(C)OC(C)C, [Cl-], Cl, COc1c(C)c(C)c(OC)c(C(CCCCI)c2ccccc2)c1C, [Na+], C1CCOC1. The product is CCOC(=O)C(C)(C)CCCCC(c1ccccc1)c1c(C)c(OC)c(C)c(C)c1OC. Reaction SMILES: [C:19]([CH:20]([CH3:21])[CH3:22])(=[O:23])[O:24][CH2:25][CH3:26].[CH2:7]([Li:8])[CH2:9][CH2:10][CH3:11].[CH3:1][CH2:2][CH2:3][CH2:4][CH2:5][CH3:6].[CH:12]([NH:13][CH:14]([CH3:15])[CH3:16])([CH3:17])[CH3:18].[CH:53]([O:54][CH:55]([CH3:56])[CH3:57])([CH3:58])[CH3:59].[Cl-:61].[ClH:52].[I:27][CH2:28][CH2:29][CH2:30][CH2:31][CH:32]([c:33]1[cH:34][cH:35][cH:36][cH:37][cH:38]1)[c:39]1[c:40]([O:50][CH3:51])[c:41]([CH3:49])[c:42]([CH3:48])[c:43]([O:46][CH3:47])[c:44]1[CH3:45].[Na+:60].[O:62]1[CH2:63][CH2:64][CH2:65][CH2:66]1>>[C:19]([C:20]([CH3:21])([CH3:22])[CH2:28][CH2:29][CH2:30][CH2:31][CH:32]([c:33]1[cH:34][cH:35][cH:36][cH:37][cH:38]1)[c:39]1[c:40]([O:50][CH3:51])[c:41]([CH3:49])[c:42]([CH3:48])[c:43]([O:46][CH3:47])[c:44]1[CH3:45])(=[O:23])[O:24][CH2:25][CH3:26]. The reactants are CC(=O)OCC(=O)Nc1nc2c(Cl)cccc2s1, CO, N. The product is O=C(CO)Nc1nc2c(Cl)cccc2s1. Reaction SMILES: [C:1](=[O:2])([CH3:3])[O:4][CH2:5][C:6](=[O:7])[NH:8][c:9]1[s:10][c:11]2[c:12]([n:13]1)[c:14]([Cl:18])[cH:15][cH:16][cH:17]2.[CH3:20][OH:21].[NH3:19]>>[OH:4][CH2:5][C:6](=[O:7])[NH:8][c:9]1[s:10][c:11]2[c:12]([n:13]1)[c:14]([Cl:18])[cH:15][cH:16][cH:17]2.